This data is from the Open Reaction Database (ORD), a public repository of structured organic reaction records. The task is: describe an organic reaction: reactants, conditions, products, and yield Starting materials: N1(CCNCC1)C(=O)OC(C)(C)C (1,1-dimethylethyl 1-piperazinecarboxylate), CCN(C(C)C)C(C)C (DIPEA), FC(OC1=CC=C(C=C1)S(=O)(=O)Cl)(F)F (4-[(trifluoromethyl)oxy]benzenesulfonyl chloride). The solvent is C(Cl)Cl (DCM). Run at time 1.5 hour. Product: FC(OC1=CC=C(C=C1)S(=O)(=O)N1CCNCC1)(F)F (1-({4-[(trifluoromethyl)oxy]phenyl}sulfonyl)piperazine). Isolated yield 96.4%. Reaction SMILES: [N:1]1(C(OC(C)(C)C)=O)[CH2:6][CH2:5][NH:4][CH2:3][CH2:2]1.CCN(C(C)C)C(C)C.[F:23][C:24]([F:37])([F:36])[O:25][C:26]1[CH:31]=[CH:30][C:29]([S:32](Cl)(=[O:34])=[O:33])=[CH:28][CH:27]=1>C(Cl)Cl>[F:37][C:24]([F:23])([F:36])[O:25][C:26]1[CH:31]=[CH:30][C:29]([S:32]([N:1]2[CH2:2][CH2:3][NH:4][CH2:5][CH2:6]2)(=[O:34])=[O:33])=[CH:28][CH:27]=1. Reported procedure: To a solution of 1,1-dimethylethyl 1-piperazinecarboxylate (5 g, 26.8 mmol) in DCM (200 ml) was added DIPEA (9.85 ml, 56.4 mmol) and then 4-[(trifluoromethyl)oxy]benzenesulfonyl chloride (4.55 ml, 26.8 mmol). The reaction mixture was stirred for 1.5 hours at rt. The reaction mixture was then evaporated to dryness in vacuo. The residue was then dissolved in 1,4-dioxane (100 ml) and 4M HCl in 1,4-dioxane (50 ml) was added, along with a few drops of distilled water. The reaction mixture was stirred...